Dataset: the Open Reaction Database (ORD), a public repository of structured organic reaction records. Task: describe an organic reaction: reactants, conditions, products, and yield Starting materials: CCCC(C(=O)OCC)c1c(C)nc2c(Br)cnn2c1-c1ccc(C)cc1, CCN(C(C)C)C(C)C, OB(O)c1ccccc1. Product: CCCC(C(=O)OCC)c1c(C)nc2c(-c3ccccc3)cnn2c1-c1ccc(C)cc1. As a reaction SMILES: [Br:1][c:2]1[cH:3][n:4][n:5]2[c:6]1[n:7][c:8]([CH3:27])[c:9]([CH:18]([C:19](=[O:20])[O:21][CH2:22][CH3:23])[CH2:24][CH2:25][CH3:26])[c:10]2-[c:11]1[cH:12][cH:13][c:14]([CH3:17])[cH:15][cH:16]1.[CH:37]([N:38]([CH:39]([CH3:40])[CH3:41])[CH2:42][CH3:43])([CH3:44])[CH3:45].[OH:28][B:29]([OH:30])[c:31]1[cH:32][cH:33][cH:34][cH:35][cH:36]1>>[c:2]1(-[c:31]2[cH:32][cH:33][cH:34][cH:35][cH:36]2)[cH:3][n:4][n:5]2[c:6]1[n:7][c:8]([CH3:27])[c:9]([CH:18]([C:19](=[O:20])[O:21][CH2:22][CH3:23])[CH2:24][CH2:25][CH3:26])[c:10]2-[c:11]1[cH:12][cH:13][c:14]([CH3:17])[cH:15][cH:16]1. The reactants are ClC(C(=O)C1=CC=C2CN(C3=C(CN21)C=CC=C3)C(=O)C3=CC(=C(C=C3)C3=C(C=CC=C3)C)C)(Cl)Cl (2,2,2-Trichloro-1-{10-[(2,2′-dimethyl-1,1′-biphenyl-4-yl)carbonyl]-10,11-dihydro-5H-pyrrolo[2,1-c][1,4]benzodiazepin-3-yl}ethanone), CC1=C(CN)C=CC(=C1)C (2,4-dimethylbenzylamine). The product is CC1=C(CNC(=O)C2=CC=C3CN(C4=C(CN32)C=CC=C4)C(=O)C4=CC(=C(C=C4)C4=C(C=CC=C4)C)C)C=CC(=C1)C (N-(2,4-DIMETHYLBENZYL)-10-[(2,2′-DIMETHYL-1,1′-BIPHENYL-4-YL)CARBONYL]-10,11-DIHYDRO-5H-PYRROLO[2,1-C][1,4]BENZODIAZEPINE-3-CARBOXAMIDE). Reaction SMILES: ClC(Cl)(Cl)[C:3]([C:5]1[N:14]2[C:8]([CH2:9][N:10]([C:19]([C:21]3[CH:26]=[CH:25][C:24]([C:27]4[CH:32]=[CH:31][CH:30]=[CH:29][C:28]=4[CH3:33])=[C:23]([CH3:34])[CH:22]=3)=[O:20])[C:11]3[CH:18]=[CH:17][CH:16]=[CH:15][C:12]=3[CH2:13]2)=[CH:7][CH:6]=1)=[O:4].[CH3:37][C:38]1[CH:45]=[C:44]([CH3:46])[CH:43]=[CH:42][C:39]=1[CH2:40][NH2:41]>>[CH3:37][C:38]1[CH:45]=[C:44]([CH3:46])[CH:43]=[CH:42][C:39]=1[CH2:40][NH:41][C:3]([C:5]1[N:14]2[C:8]([CH2:9][N:10]([C:19]([C:21]3[CH:26]=[CH:25][C:24]([C:27]4[CH:32]=[CH:31][CH:30]=[CH:29][C:28]=4[CH3:33])=[C:23]([CH3:34])[CH:22]=3)=[O:20])[C:11]3[CH:18]=[CH:17][CH:16]=[CH:15][C:12]=3[CH2:13]2)=[CH:7][CH:6]=1)=[O:4]. Procedure: The title compound was synthesized in the manner of Example 13 from 2,2,2-trichloro-1-{10-[(2,2′-dimethyl-1,1′-biphenyl-4-yl)carbonyl]-10,11-dihydro-5H-pyrrolo[2,1-c][1,4]benzodiazepin-3-yl}ethanone of Example 6 and 2,4-dimethylbenzylamine, m.p. 159-161° C. MS [(+)ESI, m/z]: 552 [M+H]+ Anal. Calcd for C37H35N3O2: C, 80.26; H, 6.37; N, 7.59. Found: C, 79.84; H, 6.12; N, 7.41. The reactants are CCC(CC)(c1ccc(CCC(O[Si](C)(C)C(C)(C)C)C(C)(C)C)c(C)c1)c1ccc(B2OC(C)(C)C(C)(C)O2)c(C)c1, COC(=O)Cc1ccc(Br)cc1, [K+], [K+], [K+], O, O=P([O-])([O-])[O-], c1ccc(P(c2ccccc2)(c2ccccc2)[Pd](P(c2ccccc2)(c2ccccc2)c2ccccc2)(P(c2ccccc2)(c2ccccc2)c2ccccc2)P(c2ccccc2)(c2ccccc2)c2ccccc2)cc1. The product is CCC(CC)(c1ccc(CCC(O[Si](C)(C)C(C)(C)C)C(C)(C)C)c(C)c1)c1ccc(-c2ccc(CC(=O)OC)cc2)c(C)c1. RXN SMILES: [C:1]([CH3:2])([CH3:3])([CH3:4])[Si:5]([CH3:6])([CH3:7])[O:8][CH:9]([C:10]([CH3:11])([CH3:12])[CH3:13])[CH2:14][CH2:15][c:16]1[c:17]([CH3:43])[cH:18][c:19]([C:22]([CH2:23][CH3:24])([c:25]2[cH:26][c:27]([CH3:40])[c:28]([B:31]3[O:32][C:33]([CH3:34])([CH3:35])[C:36]([CH3:37])([CH3:38])[O:39]3)[cH:29][cH:30]2)[CH2:41][CH3:42])[cH:20][cH:21]1.[CH3:44][O:45][C:46]([CH2:47][c:48]1[cH:49][cH:50][c:51]([Br:54])[cH:52][cH:53]1)=[O:55].[K+:61].[K+:62].[K+:63].[OH2:141].[P:56]([O-:57])([O-:58])([O-:59])=[O:60].[cH:64]1[cH:65][cH:66][c:67]([P:68]([Pd:69]([P:70]([c:71]2[cH:72][cH:73][cH:74][cH:75][cH:76]2)([c:77]2[cH:78][cH:79][cH:80][cH:81][cH:82]2)[c:83]2[cH:84][cH:85][cH:86][cH:87][cH:88]2)([P:89]([c:90]2[cH:91][cH:92][cH:93][cH:94][cH:95]2)([c:96]2[cH:97][cH:98][cH:99][cH:100][cH:101]2)[c:102]2[cH:103][cH:104][cH:105][cH:106][cH:107]2)[P:108]([c:109]2[cH:110][cH:111][cH:112][cH:113][cH:114]2)([c:115]2[cH:116][cH:117][cH:118][cH:119][cH:120]2)[c:121]2[cH:122][cH:123][cH:124][cH:125][cH:126]2)([c:127]2[cH:128][cH:129][cH:130][cH:131][cH:132]2)[c:133]2[cH:134][cH:135][cH:136][cH:137][cH:138]2)[cH:139][cH:140]1>>[C:1]([CH3:2])([CH3:3])([CH3:4])[Si:5]([CH3:6])([CH3:7])[O:8][CH:9]([C:10]([CH3:11])([CH3:12])[CH3:13])[CH2:14][CH2:15][c:16]1[c:17]([CH3:43])[cH:18][c:19]([C:22]([CH2:23][CH3:24])([c:25]2[cH:26][c:27]([CH3:40])[c:28](-[c:51]3[cH:50][cH:49][c:48]([CH2:47][C:46]([O:45][CH3:44])=[O:55])[cH:53][cH:52]3)[cH:29][cH:30]2)[CH2:41][CH3:42])[cH:20][cH:21]1. Starting materials: 4-N,N-dimethylaminopyridine, C(C(C)C)(=O)Cl (isobutyryl chloride), ice, CNC=1C=NN(C1)C=1C=NC=CC1 (methyl-(1-pyridin-3-yl-1H-pyrazol-4-yl)-amine). The solvent is ClC(C)Cl (dichloroethane), ClC(C)Cl (dichloroethane), ClC(C)Cl (dichloroethane). Run at time 10 minute. The product is CN(C(C(C)C)=O)C=1C=NN(C1)C=1C=NC=CC1 (N-methyl-N-(1-pyridin-3-yl-1H-pyrazol-4-yl)-isobutyramide). The yield is 54.3%. As a reaction SMILES: [C:1](Cl)(=[O:5])[CH:2]([CH3:4])[CH3:3].[CH3:7][NH:8][C:9]1[CH:10]=[N:11][N:12]([C:14]2[CH:15]=[N:16][CH:17]=[CH:18][CH:19]=2)[CH:13]=1>ClC(Cl)C>[CH3:7][N:8]([C:9]1[CH:10]=[N:11][N:12]([C:14]2[CH:15]=[N:16][CH:17]=[CH:18][CH:19]=2)[CH:13]=1)[C:1](=[O:5])[CH:2]([CH3:4])[CH3:3]. Reported procedure: A solution of isobutyryl chloride (0.138 g, 1.3 mmol) in dichloroethane (1 mL) was pipetted at a dropwise rate into an ice-cold suspension of methyl-(1-pyridin-3-yl-1H-pyrazol-4-yl)-amine (0.15 g, 0.86 mmol) in dichloroethane (5 mL), stirred for 10 minutes and then treated at a dropwise rate with a solution of 4-N,N-dimethylaminopyridine (0.11 g, 0.9 mmol) in dichloroethane (1.5 mL). The cooling bath was removed after 30 minutes, stirred under nitrogen at room temperature for 14 hours, diluted w... Reactants: [Si](C)(C)(C(C)(C)C)OCCN(C1=CC=C(C(=O)OCC)C=C1)C (ethyl 4-[(2-{[tert-butyl(dimethyl)silyl]oxy}ethyl) (methyl)amino]benzoate), [F-].C(CCC)[N+](CCCC)(CCCC)CCCC (tetrabutyl ammoniumfluoride). The solvent is O1CCCC1 (tetrahydrofuran). Run at time 8 hour. The product is OCCN(C1=CC=C(C(=O)OCC)C=C1)C (Ethyl 4-[(2-hydroxyethyl) (methyl)amino]benzoate). The yield is 72.1%. RXN SMILES: [Si]([O:8][CH2:9][CH2:10][N:11]([CH3:23])[C:12]1[CH:22]=[CH:21][C:15]([C:16]([O:18][CH2:19][CH3:20])=[O:17])=[CH:14][CH:13]=1)(C(C)(C)C)(C)C.[F-].C([N+](CCCC)(CCCC)CCCC)CCC>O1CCCC1>[OH:8][CH2:9][CH2:10][N:11]([CH3:23])[C:12]1[CH:22]=[CH:21][C:15]([C:16]([O:18][CH2:19][CH3:20])=[O:17])=[CH:14][CH:13]=1 |f:1.2|. Procedure details: To a solution (30 ml) of ethyl 4-[(2-{[tert-butyl(dimethyl)silyl]oxy}ethyl) (methyl)amino]benzoate (2.33 g, 6.90 mmol) in tetrahydrofuran was added tetrabutyl ammoniumfluoride (1.0 M toluene solution, 10.4 ml, 10.4 mmol) at room temperature and the mixture was stirred overnight. After concentration of the reaction mixture under reduced pressure, the residue was subjected to silica gel column chromatography and eluted with hexane-ethyl acetate (3:2-1:4, v/v) to give the title compound (1.11 g, 72...